This data is from the Open Reaction Database (ORD), a public repository of structured organic reaction records. The task is: describe an organic reaction: reactants, conditions, products, and yield Reactants: CC(C)(C)OC(=O)N(CCOc1cc(Cl)cc(C(=O)O)c1)c1ccncc1, CC1CCCCN1, CCN(C(C)C)C(C)C, O=C(Cl)C(=O)Cl, ClCCl, CN(C)C=O. Yields the product CC1CCCCN1C(=O)c1cc(Cl)cc(OCCN(C(=O)OC(C)(C)C)c2ccncc2)c1. As a reaction SMILES: [C:1]([CH3:2])([CH3:3])([CH3:4])[O:5][C:6](=[O:7])[N:8]([CH2:9][CH2:10][O:11][c:12]1[cH:13][c:14]([C:15](=[O:16])[OH:17])[cH:18][c:19]([Cl:21])[cH:20]1)[c:22]1[cH:23][cH:24][n:25][cH:26][cH:27]1.[CH3:34][CH:35]1[NH:36][CH2:37][CH2:38][CH2:39][CH2:40]1.[CH:41]([N:42]([CH2:43][CH3:44])[CH:45]([CH3:46])[CH3:47])([CH3:48])[CH3:49].[Cl:28][C:29]([C:30]([Cl:31])=[O:32])=[O:33].[Cl:50][CH2:51][Cl:52].[O:53]=[CH:54][N:55]([CH3:56])[CH3:57]>>[C:1]([CH3:2])([CH3:3])([CH3:4])[O:5][C:6](=[O:7])[N:8]([CH2:9][CH2:10][O:11][c:12]1[cH:13][c:14]([C:15](=[O:16])[N:36]2[CH:35]([CH3:34])[CH2:40][CH2:39][CH2:38][CH2:37]2)[cH:18][c:19]([Cl:21])[cH:20]1)[c:22]1[cH:23][cH:24][n:25][cH:26][cH:27]1. Reactants: O=C(O)C(CC1CCCCCC1)N1Cc2ccccc2C1=O, O=C(Nc1nccs1)C(CC1CCCCC1)N1Cc2ccccc2C1=O, Cl, Nc1ncc(Cl)s1. Product: O=C(Nc1ncc(Cl)s1)C(CC1CCCCCC1)N1Cc2ccccc2C1=O. As a reaction SMILES: [CH:1]1([CH2:8][CH:9]([C:10](=[O:11])[OH:12])[N:13]2[C:14](=[O:22])[c:15]3[cH:16][cH:17][cH:18][cH:19][c:20]3[CH2:21]2)[CH2:2][CH2:3][CH2:4][CH2:5][CH2:6][CH2:7]1.[CH:31]1([CH2:32][CH:33]([N:34]2[CH2:35][c:36]3[c:37]([cH:38][cH:39][cH:40][cH:41]3)[C:42]2=[O:43])[C:44]([NH:45][c:46]2[s:47][cH:48][cH:49][n:50]2)=[O:51])[CH2:52][CH2:53][CH2:54][CH2:55][CH2:56]1.[ClH:23].[NH2:24][c:25]1[s:26][c:27]([Cl:30])[cH:28][n:29]1>>[CH:1]1([CH2:8][CH:9]([C:10](=[O:12])[NH:24][c:25]2[s:26][c:27]([Cl:30])[cH:28][n:29]2)[N:13]2[C:14](=[O:22])[c:15]3[cH:16][cH:17][cH:18][cH:19][c:20]3[CH2:21]2)[CH2:2][CH2:3][CH2:4][CH2:5][CH2:6][CH2:7]1. Reactants: O=C([O-])[O-], CC(C)=O, CCI, [K+], [K+], O=Cc1c(O)ccc2ccccc12. Product: CCOc1ccc2ccccc2c1C=O. Reaction SMILES: [C:17](=[O:18])([O-:19])[O-:20].[CH3:23][C:24](=[O:25])[CH3:26].[I:14][CH2:15][CH3:16].[K+:21].[K+:22].[OH:1][c:2]1[c:3]([CH:12]=[O:13])[c:4]2[cH:5][cH:6][cH:7][cH:8][c:9]2[cH:10][cH:11]1>>[O:1]([c:2]1[c:3]([CH:12]=[O:13])[c:4]2[cH:5][cH:6][cH:7][cH:8][c:9]2[cH:10][cH:11]1)[CH2:15][CH3:16]. Starting materials: CC(C)(C)OC(=O)C(C)(C)Sc1nc(CCNC(=O)c2cnn(-c3ccccc3)c2)cs1, CO, C1CCOC1. The product is CC(C)(C)OC(=O)C(C)(C)Sc1nc(CCNCc2cnn(-c3ccccc3)c2)cs1. RXN SMILES: [C:1]([CH3:2])([CH3:3])([CH3:4])[O:5][C:6]([C:7]([CH3:8])([S:9][c:10]1[s:11][cH:12][c:13]([CH2:15][CH2:16][NH:17][C:18](=[O:19])[c:20]2[cH:21][n:22][n:23](-[c:25]3[cH:26][cH:27][cH:28][cH:29][cH:30]3)[cH:24]2)[n:14]1)[CH3:31])=[O:32].[CH3:33][OH:34].[O:35]1[CH2:36][CH2:37][CH2:38][CH2:39]1>>[C:1]([CH3:2])([CH3:3])([CH3:4])[O:5][C:6]([C:7]([CH3:8])([S:9][c:10]1[s:11][cH:12][c:13]([CH2:15][CH2:16][NH:17][CH2:18][c:20]2[cH:21][n:22][n:23](-[c:25]3[cH:26][cH:27][cH:28][cH:29][cH:30]3)[cH:24]2)[n:14]1)[CH3:31])=[O:32]. Reaction SMILES: CC1(C)[O:6][C:5](=[CH:7][C:8]([N:10]([CH2:16][C:17]2[CH:22]=[CH:21][C:20]([F:23])=[CH:19][CH:18]=2)[O:11][CH2:12][C:13]([OH:15])=[O:14])=[O:9])[C:4](=[O:24])[O:3]1.[OH-].[Li+].Cl>O1CCCC1>[C:13]([CH2:12][O:11][N:10]([CH2:16][C:17]1[CH:18]=[CH:19][C:20]([F:23])=[CH:21][CH:22]=1)[C:8]([CH:7]=[C:5]([OH:6])[C:4]([OH:24])=[O:3])=[O:9])([OH:15])=[O:14] |f:1.2|. Product: C(=O)(O)CON(C(=O)C=C(C(=O)O)O)CC1=CC=C(C=C1)F (3-[Carboxymethoxy-(4-fluoro-benzyl)-carbamoyl]-2-hydroxy-acrylic acid). Run in O1CCCC1 (tetrahydrofuran). Run at time 2 hour. The yield is 47.3%. Procedure: A solution of [[2-(2,2-dimethyl-5-oxo-[1,3]-dioxolan-4-ylidene)-acetyl]-(4-fluorobenzyl)-aminooxy]-acetic acid (0.20 g, 0.56 mmol) in tetrahydrofuran (5 ml) was treated at 0° C. with 1.7 ml (1.7 mmol) of 1 M aqueous lithium hydroxide. After 2 h, the reaction mixture was acidified with 1N hydrochloric acid and extracted with ethyl acetate. The organic layer was washed with brine, dried (magnesium sulphate) and evaporated in vacuo. Crystallisation of the residual solid from a mixture of ethyl acet... Reactants: CC1(OC(C(O1)=CC(=O)N(OCC(=O)O)CC1=CC=C(C=C1)F)=O)C ([[2-(2,2-dimethyl-5-oxo-[1,3]-dioxolan-4-ylidene)-acetyl]-(4-fluorobenzyl)-aminooxy]-acetic acid), [OH-].[Li+] (lithium hydroxide), Cl (hydrochloric acid). Starting materials: CC1=C(N=C(O1)C1=CC=CC=C1)CCC1=CC=C(C=C1)/C=C/CO ((E)-3-[4-[2-(5-Methyl-2-phenyl-4-oxazolyl)ethyl]phenyl]-2-propenol). The reagents and catalysts are [O-2].[O-2].[Mn+4] (manganese dioxide). Product: CC1=C(N=C(O1)C1=CC=CC=C1)CCC1=CC=C(C=CC=O)C=C1 (4-[2-(5-methyl-2-phenyl-4-oxazolyl)ethyl]cinnamaldehyde). Reaction SMILES: [CH3:1][C:2]1[O:6][C:5]([C:7]2[CH:12]=[CH:11][CH:10]=[CH:9][CH:8]=2)=[N:4][C:3]=1[CH2:13][CH2:14][C:15]1[CH:20]=[CH:19][C:18](/[CH:21]=[CH:22]/[CH2:23][OH:24])=[CH:17][CH:16]=1>[O-2].[O-2].[Mn+4]>[CH3:1][C:2]1[O:6][C:5]([C:7]2[CH:8]=[CH:9][CH:10]=[CH:11][CH:12]=2)=[N:4][C:3]=1[CH2:13][CH2:14][C:15]1[CH:16]=[CH:17][C:18]([CH:21]=[CH:22][CH:23]=[O:24])=[CH:19][CH:20]=1 |f:1.2.3|. Procedure: (E)-3-[4-[2-(5-Methyl-2-phenyl-4-oxazolyl)ethyl]phenyl]-2-propenol was oxidized with activated manganese dioxide in the same manner as in Reference Example 25 to yield 4-[2-(5-methyl-2-phenyl-4-oxazolyl)ethyl]cinnamaldehyde, which was then recrystallized from ethyl acetate-hexane to yield colorless prisms having a melting point of 99°-100° C.